Dataset: the Open Reaction Database (ORD), a public repository of structured organic reaction records. Task: describe an organic reaction: reactants, conditions, products, and yield Yields the product ClC=1C(=CC(=C(C(=O)NS(=O)(=O)C)C1)F)OC1=CC(=C(C=C1)Cl)C(F)(F)F (5-chloro-4-[4-chloro-3-(trifluoromethyl)phenoxy]-2-fluoro-N-(methylsulfonyl)benzamide). Reagents/catalysts: CN(C)C=1C=CN=CC1 (DMAP). Reactants: Cl (HCl), ClC=1C(=CC(=C(C(=O)O)C1)F)OC1=CC(=C(C=C1)Cl)C(F)(F)F (5-chloro-4-(4-chloro-3-(trifluoromethyl)phenoxy)-2-fluorobenzoic acid), CCN=C=NCCCN(C)C.Cl (EDCl), CS(=O)(=O)N (Methanesulfonamide). As a reaction SMILES: [Cl:1][C:2]1[C:3]([O:12][C:13]2[CH:18]=[CH:17][C:16]([Cl:19])=[C:15]([C:20]([F:23])([F:22])[F:21])[CH:14]=2)=[CH:4][C:5]([F:11])=[C:6]([CH:10]=1)[C:7](O)=[O:8].CCN=C=NCCCN(C)C.Cl.[CH3:36][S:37]([NH2:40])(=[O:39])=[O:38].Cl>C(Cl)Cl.CN(C1C=CN=CC=1)C>[Cl:1][C:2]1[C:3]([O:12][C:13]2[CH:18]=[CH:17][C:16]([Cl:19])=[C:15]([C:20]([F:23])([F:22])[F:21])[CH:14]=2)=[CH:4][C:5]([F:11])=[C:6]([CH:10]=1)[C:7]([NH:40][S:37]([CH3:36])(=[O:39])=[O:38])=[O:8] |f:1.2|. The yield is 34.4%. Run at time 30 minute. Procedure: To a stirred solution of 5-chloro-4-(4-chloro-3-(trifluoromethyl)phenoxy)-2-fluorobenzoic acid (Preparation 32, 219 mg, 0.58 mmol) in DCM (3 mL) were added EDCl (167 mg, 0.87 mmol) and DMAP (106 mg, 0.87 mmol) and the reaction stirred at room temperature for 30 minutes. Methanesulfonamide (83 mg, 0.87 mmol) was added and the stirring continued at room temperature for 16 hours. DCM (25 mL) and 2M aq. HCl (5 mL) were added and the two layers separated. The organic extract was washed with 2M aq. HC... Solvent: C(Cl)Cl (DCM), C(Cl)Cl (DCM). Reactants: Cl (HCl), O1CCOCC1 (dioxane), C(C)(C)(C)OC(NC1(CC1)C(NC1(CC1)C1=NC=C(C=N1)I)=O)=O ({1-[1-(5-iodo-pyrimidin-2-yl)-cyclopropylcarbamoyl]-cyclopropyl}-carbamic acid tert-butyl ester). Run in C(Cl)Cl (CH2Cl2). Conditions: time 90 minute. The product is Cl.Cl.IC=1C=NC(=NC1)C1(CC1)NC(=O)C1(CC1)N (1-amino-cyclopropanecarboxylic acid[1-(5-iodo-pyrimidin-2-yl)-cyclopropyl]-amide dihydrochloride). As a reaction SMILES: C(OC(=O)[NH:7][C:8]1([C:11](=[O:23])[NH:12][C:13]2([C:16]3[N:21]=[CH:20][C:19]([I:22])=[CH:18][N:17]=3)[CH2:15][CH2:14]2)[CH2:10][CH2:9]1)(C)(C)C.[ClH:25].O1CCOCC1>C(Cl)Cl>[ClH:25].[ClH:25].[I:22][C:19]1[CH:20]=[N:21][C:16]([C:13]2([NH:12][C:11]([C:8]3([NH2:7])[CH2:10][CH2:9]3)=[O:23])[CH2:15][CH2:14]2)=[N:17][CH:18]=1 |f:4.5.6|. Reported procedure: {1-[1-(5-iodo-pyrimidin-2-yl)-cyclopropylcarbamoyl]-cyclopropyl}-carbamic acid tert-butyl ester (426 mg, 0.96 mmol) was dissolved in CH2Cl2 (2 mL) and 4M HCl in dioxane 3 mL, 6 mmol) was added. After 90 minutes, the volatiles were removed at 60° C. under a stream of N2. The resulting while solid was dried under vacuum overnight to yield crude 400 mg of 1-amino-cyclopropanecarboxylic acid[1-(5-iodo-pyrimidin-2-yl)-cyclopropyl]-amide dihydrochloride. This material was used without further purifica... The reactants are BrC1=CC(=C(C=C1)O)C (4-bromo-2-methylphenol), [H-].[Na+] (sodium hydride), CN(C=O)C (N,N-dimethylformamide), COC(CBr)=O (methyl-2-bromoacetate). Solvent: O (water). Reaction conditions: time 18 hour. The product is COC(COC1=C(C=C(C=C1)Br)C)=O ((4-Bromo-2-methyl-phenoxy)-acetic acid methyl ester). As a reaction SMILES: [Br:1][C:2]1[CH:7]=[CH:6][C:5]([OH:8])=[C:4]([CH3:9])[CH:3]=1.[H-].[Na+].CN(C)C=O.[CH3:17][O:18][C:19](=[O:22])[CH2:20]Br>O>[CH3:17][O:18][C:19](=[O:22])[CH2:20][O:8][C:5]1[CH:6]=[CH:7][C:2]([Br:1])=[CH:3][C:4]=1[CH3:9] |f:1.2|. Reported procedure: A mixture of 4-bromo-2-methylphenol (1.0 g, 5.35 mmol), sodium hydride (0.26 g, 6.42 mmol, 60% mineral oil), N,N-dimethylformamide (10 mL), and methyl-2-bromoacetate (0.56 mL, 5.88 mmol) is stirred at room temperature 18 hr. The mixture is diluted with water (50 mL) and the product extracted to ethyl acetate (3×50 mL). The combined extracts are dried over anhydrous magnesium sulfate, filtered, concentrated and purified via silica chromatography eluting with 8:2 hexanes:ethyl acetate to afford ti... Reactants: BrCCOC1OCCCC1 (2-(2-bromo-ethoxy)-tetrahydro-pyran), C1=C(C=CC2=CC=CC=C12)CC#N (2-Napthylacetonitrile), [H-].[Na+] (sodium hydride). The solvent is ClCCl (dichloromethane), C1CCOC1 (THF), C1CCOC1 (THF). Run at temperature 20 celsius, time 2 hour. The product is C1=C(C=CC2=CC=CC=C12)C(C#N)CCOC1OCCCC1 (2-(2-naphthyl)-4-(tetrahydro-pyran-2-yloxy)-butyronitrile). Isolated yield 33.5%. RXN SMILES: [CH:1]1[C:10]2[C:5](=[CH:6][CH:7]=[CH:8][CH:9]=2)[CH:4]=[CH:3][C:2]=1[CH2:11][C:12]#[N:13].[H-].[Na+].Br[CH2:17][CH2:18][O:19][CH:20]1[CH2:25][CH2:24][CH2:23][CH2:22][O:21]1>C1COCC1.ClCCl>[CH:1]1[C:10]2[C:5](=[CH:6][CH:7]=[CH:8][CH:9]=2)[CH:4]=[CH:3][C:2]=1[CH:11]([CH2:17][CH2:18][O:19][CH:20]1[CH2:25][CH2:24][CH2:23][CH2:22][O:21]1)[C:12]#[N:13] |f:1.2|. Procedure details: 2-Napthylacetonitrile (3.3442 g, 20 mmol) in THF (50 mL) was added to sodium hydride (0.528 g, 22 mmol, 1.1 eq.) in THF (50 mL) at -78° C. under nitrogen. The slurry was allowed to warm to 20° C. and stir for 2 hours. The slurry was cooled to 0° C. and 2-(2-bromo-ethoxy)-tetrahydro-pyran (4.1786 g, 20 mmol, 1 eq.) was added. The solution was allowed to stir at 20° C. for 16 hours and then diluted with dichloromethane and washed with water. The organic phase was dried over magnesium sulfate, filt... The product is CC(C)c1ccccc1S(=O)(=O)F. As a reaction SMILES: [CH:1]([CH3:2])([CH3:3])[c:4]1[c:5]([S:10](=[O:11])(=[O:12])[Cl:13])[cH:6][cH:7][cH:8][cH:9]1.[F-:14].[K+:15].[O:17]1[CH2:18][CH2:19][O:20][CH2:21][CH2:22]1.[OH2:16]>>[CH:1]([CH3:2])([CH3:3])[c:4]1[c:5]([S:10](=[O:11])(=[O:12])[F:14])[cH:6][cH:7][cH:8][cH:9]1. Reactants: CC(C)c1ccccc1S(=O)(=O)Cl, [F-], [K+], C1COCCO1, O. Starting materials: FC1=C(C(=O)NC=2SC(=C(N2)C=O)C2=CC(=CC=C2)C(F)(F)F)C(=CC=C1)F (2,6-Difluoro-N-(4-formyl-5-(3-(trifluoromethyl)phenyl)thiazol-2-yl)benzamide), C[Mg+].[Br-] (MeMgBr), FC1=C(C(=O)NC=2SC(=C(N2)C(C)(C)O)C2=CC(=CC=C2)C(F)(F)F)C(=CC=C1)F (2,6-Difluoro-N-(4-(2-hydroxypropan-2-yl)-5-(3-(trifluoromethyl)phenyl)thiazol-2-yl)benzamide). The product is FC1=C(C(=O)NC=2SC(=C(N2)C(C)O)C2=CC(=CC=C2)C(F)(F)F)C(=CC=C1)F (2,6-Difluoro-N-(4-(1-hydroxyethyl)-5-(3-(trifluoromethyl)phenyl)thiazol-2-yl)benzamide). As a reaction SMILES: FC1C=CC=C(F)C=1C(NC1SC(C2C=CC=C(C(F)(F)F)C=2)=C(C=O)N=1)=O.C[Mg+].[Br-].[F:32][C:33]1[CH:60]=[CH:59][CH:58]=[C:57]([F:61])[C:34]=1[C:35]([NH:37][C:38]1[S:39][C:40]([C:47]2[CH:52]=[CH:51][CH:50]=[C:49]([C:53]([F:56])([F:55])[F:54])[CH:48]=2)=[C:41]([C:43]([OH:46])(C)[CH3:44])[N:42]=1)=[O:36]>>[F:32][C:33]1[CH:60]=[CH:59][CH:58]=[C:57]([F:61])[C:34]=1[C:35]([NH:37][C:38]1[S:39][C:40]([C:47]2[CH:52]=[CH:51][CH:50]=[C:49]([C:53]([F:56])([F:54])[F:55])[CH:48]=2)=[C:41]([CH:43]([OH:46])[CH3:44])[N:42]=1)=[O:36] |f:1.2|. Reported procedure: Compound 74 was prepared from Compound 67 and MeMgBr similarly as described for the preparation of Compound 68. The reactants are O=C([O-])[O-], CC1CNCC(C)N1, [Cl-], FC(F)(F)c1ccc(Cl)nc1, [I-], [K+], [K+], [Na+], [Na+], CN(C)C=O. The product is CC1CN(c2ccc(C(F)(F)F)cn2)CC(C)N1. Reaction SMILES: [C:20](=[O:21])([O-:22])[O-:23].[CH3:12][CH:13]1[NH:14][CH:15]([CH3:19])[CH2:16][NH:17][CH2:18]1.[Cl-:29].[Cl:1][c:2]1[n:3][cH:4][c:5]([C:8]([F:9])([F:10])[F:11])[cH:6][cH:7]1.[I-:26].[K+:24].[K+:25].[Na+:27].[Na+:28].[O:30]=[CH:31][N:32]([CH3:33])[CH3:34]>>[c:2]1([N:17]2[CH2:16][CH:15]([CH3:19])[NH:14][CH:13]([CH3:12])[CH2:18]2)[n:3][cH:4][c:5]([C:8]([F:9])([F:10])[F:11])[cH:6][cH:7]1. Starting materials: CCOC(C)=O, COc1ccc(C2(c3ccc(-c4cnc(N)nc4)cc3)C=CC(=O)CC2)cc1OC1CCCC1. The product is COc1ccc(C2(c3ccc(-c4cnc(N)nc4)cc3)CCC(=O)CC2)cc1OC1CCCC1. Reaction SMILES: [CH3:35][CH2:36][O:37][C:38](=[O:39])[CH3:40].[NH2:1][c:2]1[n:3][cH:4][c:5](-[c:8]2[cH:9][cH:10][c:11]([C:14]3([c:21]4[cH:22][c:23]([O:29][CH:30]5[CH2:31][CH2:32][CH2:33][CH2:34]5)[c:24]([O:27][CH3:28])[cH:25][cH:26]4)[CH:15]=[CH:16][C:17](=[O:20])[CH2:18][CH2:19]3)[cH:12][cH:13]2)[cH:6][n:7]1>>[NH2:1][c:2]1[n:3][cH:4][c:5](-[c:8]2[cH:9][cH:10][c:11]([C:14]3([c:21]4[cH:22][c:23]([O:29][CH:30]5[CH2:31][CH2:32][CH2:33][CH2:34]5)[c:24]([O:27][CH3:28])[cH:25][cH:26]4)[CH2:15][CH2:16][C:17](=[O:20])[CH2:18][CH2:19]3)[cH:12][cH:13]2)[cH:6][n:7]1.